From a dataset of the Open Reaction Database (ORD), a public repository of structured organic reaction records. describe an organic reaction: reactants, conditions, products, and yield Reactants: C(C)OC(=O)C=1N(C=C(C1O)C(=O)OCC)NC(C1=C(C=CC=C1)C(=O)OCC)=O (1-(2-Ethoxycarbonyl-benzoylamino)-3-hydroxy-1H-pyrrole-2,4-dicarboxylic acid diethyl ester), C(=O)([O-])[O-].[K+].[K+] (K2CO3), S(=O)(=O)(OC)OC (Dimethyl sulfate). Run in CC(=O)C (acetone). Run at temperature 50 celsius. Yields the product C(C)OC(=O)C=1N(C=C(C1OC)C(=O)OCC)N1C(C2=CC=CC=C2C1=O)=O (1-(1,3-dioxo-1,3-dihydro-isoindol-2-yl)-3-methoxy-1H-pyrrole-2,4-dicarboxylic acid diethyl ester). Yield: 75.1%. RXN SMILES: [CH2:1]([O:3][C:4]([C:6]1[N:7]([NH:17][C:18](=[O:30])[C:19]2[CH:24]=[CH:23][CH:22]=[CH:21][C:20]=2[C:25](OCC)=[O:26])[CH:8]=[C:9]([C:12]([O:14][CH2:15][CH3:16])=[O:13])[C:10]=1[OH:11])=[O:5])[CH3:2].[C:31]([O-])([O-])=O.[K+].[K+].S(OC)(OC)(=O)=O>CC(C)=O>[CH2:1]([O:3][C:4]([C:6]1[N:7]([N:17]2[C:18](=[O:30])[C:19]3[C:20](=[CH:21][CH:22]=[CH:23][CH:24]=3)[C:25]2=[O:26])[CH:8]=[C:9]([C:12]([O:14][CH2:15][CH3:16])=[O:13])[C:10]=1[O:11][CH3:31])=[O:5])[CH3:2] |f:1.2.3|. Procedure: A mixture of 393C (0.84 g, 2 mmol) and K2CO3 (1.0 g, 7.25 mmol) in acetone (5 ml) was heated at 50° C. for 30 min, then cooled to rt. Dimethyl sulfate (0.29 ml, 3.0 mmol) was added, the resulting mixture was heated at 40° C. until starting material consumed, quenched with brine and extracted with EtOAc. The organic layer was dried and concentrated, the residue was purified by silica gel flash column chromatography to afford 393D (0.58 g, 74% for 3 steps from 393B) (0%-5% EtOAc—CH2Cl2). The reactants are S1C(=CC=C1)C(=O)NCC(=O)O (N-(2-thienylcarbonyl)glycine), CNC1=CC=C(C=N1)C=O (6-(methylamino)-3-pyridinecarboxaldehyde), C(C)(=O)[O-].[Na+] (sodium acetate), C(C)(=O)OC(C)=O (acetic anhydride). Run in O (water). Conditions: temperature 90 celsius. The product is C(C)(=O)CNC1=CC=C(C=N1)C=C1N=C(OC1=O)C=1SC=CC1 (4-((6-Acetylmethylamino-3-pyridinyl)methylene)-2-(2-thienyl)-5(4H)-oxazolone). Isolated yield 28.5%. As a reaction SMILES: [S:1]1[CH:5]=[CH:4][CH:3]=[C:2]1[C:6]([NH:8][CH2:9][C:10]([OH:12])=[O:11])=O.[CH3:13][NH:14][C:15]1[N:20]=[CH:19][C:18]([CH:21]=O)=[CH:17][CH:16]=1.[C:23]([O-])(=[O:25])[CH3:24].[Na+].C(OC(=O)C)(=O)C>O>[C:23]([CH2:13][NH:14][C:15]1[N:20]=[CH:19][C:18]([CH:21]=[C:9]2[C:10](=[O:11])[O:12][C:6]([C:2]3[S:1][CH:5]=[CH:4][CH:3]=3)=[N:8]2)=[CH:17][CH:16]=1)(=[O:25])[CH3:24] |f:2.3|. Procedure details: To a screw-capped test tube, N-(2-thienylcarbonyl)glycine (56 mg, 0.3 mmol), 6-(methylamino)-3-pyridinecarboxaldehyde (45 mg, 0.3 mmol), sodium acetate (25 mg, 0.3 mmol) and acetic anhydride (0.3 mL) were added. The test tube was sealed, and it was then stirred at an external temperature of 90° C. Three hours later, the temperature of the reaction solution was returned to room temperature, and water (1.5 mL) was then added thereto. The obtained mixture was stirred at the same temperature as desc... Reactants: BrC=1C=C2C(=C(C=NC2=CC1)C(C(C)C)=O)N[C@@H]1CC[C@H](CC1)NC(OC(C)(C)C)=O (tert-butyl trans-4-(6-bromo-3-isobutyrylquinolin-4-ylamino)cyclohexylcarbamate), FC1=C(C(=CC(=C1)B1OC(C(O1)(C)C)(C)C)F)O (2,6-difluoro-4-(4,4,5,5-tetramethyl-1,3,2-dioxaborolan-2-yl)phenol). The product is FC=1C=C(C=C(C1O)F)C=1C=C2C(=C(C=NC2=CC1)C(C(C)C)=O)N[C@@H]1CC[C@H](CC1)NC(OC(C)(C)C)=O (tert-Butyl trans-4-[6-(3,5-difluoro-4-hydroxyphenyl)-3-isobutyrylquinolin-4-ylamino]cyclohexylcarbamate). The yield is 118.6%. As a reaction SMILES: Br[C:2]1[CH:3]=[C:4]2[C:9](=[CH:10][CH:11]=1)[N:8]=[CH:7][C:6]([C:12](=[O:16])[CH:13]([CH3:15])[CH3:14])=[C:5]2[NH:17][C@H:18]1[CH2:23][CH2:22][C@H:21]([NH:24][C:25](=[O:31])[O:26][C:27]([CH3:30])([CH3:29])[CH3:28])[CH2:20][CH2:19]1.[F:32][C:33]1[CH:38]=[C:37](B2OC(C)(C)C(C)(C)O2)[CH:36]=[C:35]([F:48])[C:34]=1[OH:49]>>[F:32][C:33]1[CH:38]=[C:37]([C:2]2[CH:3]=[C:4]3[C:9](=[CH:10][CH:11]=2)[N:8]=[CH:7][C:6]([C:12](=[O:16])[CH:13]([CH3:15])[CH3:14])=[C:5]3[NH:17][C@H:18]2[CH2:19][CH2:20][C@H:21]([NH:24][C:25](=[O:31])[O:26][C:27]([CH3:30])([CH3:28])[CH3:29])[CH2:22][CH2:23]2)[CH:36]=[C:35]([F:48])[C:34]=1[OH:49]. Reported procedure: Following general procedure D, tert-butyl trans-4-(6-bromo-3-isobutyrylquinolin-4-ylamino)cyclohexylcarbamate (49 mg, 0.100 mmol) was reacted with 2,6-difluoro-4-(4,4,5,5-tetramethyl-1,3,2-dioxaborolan-2-yl)phenol (58 mg, 0.227 mmol) to afford the crude product (64 mg) as an off-white solid: ESI MS m/z 540 [C30H35F2N3O4+H]+. The reactants are COc1cc(Cl)c(N2C(=O)c3ccccc3C2=O)cc1S, NN, C1CCOC1, O. Product: COc1cc(Cl)c(N)cc1S. Reaction SMILES: [Cl:1][c:2]1[c:3]([N:11]2[C:12](=[O:13])[c:14]3[c:15]([cH:16][cH:17][cH:18][cH:19]3)[C:20]2=[O:21])[cH:4][c:5]([SH:10])[c:6]([O:8][CH3:9])[cH:7]1.[NH2:23][NH2:24].[O:25]1[CH2:26][CH2:27][CH2:28][CH2:29]1.[OH2:22]>>[Cl:1][c:2]1[c:3]([NH2:11])[cH:4][c:5]([SH:10])[c:6]([O:8][CH3:9])[cH:7]1. Reactants: N1=C(C=CC2=CC=CC=C12)CCCO (2-Quinolinepropanol), [OH-].[Na+] (sodium hydroxide), BrCCCCCCBr (1,6-dibromohexane). Run in O (water), CCOCC (ether). The product is BrCCCCCCOCCCC1=NC2=CC=CC=C2C=C1 (2-[3-[(6-Bromohexyl)oxy]propyl]quinoline). As a reaction SMILES: [N:1]1[C:10]2[C:5](=[CH:6][CH:7]=[CH:8][CH:9]=2)[CH:4]=[CH:3][C:2]=1[CH2:11][CH2:12][CH2:13][OH:14].[OH-].[Na+].[Br:17][CH2:18][CH2:19][CH2:20][CH2:21][CH2:22][CH2:23]Br>O.CCOCC>[Br:17][CH2:18][CH2:19][CH2:20][CH2:21][CH2:22][CH2:23][O:14][CH2:13][CH2:12][CH2:11][C:2]1[CH:3]=[CH:4][C:5]2[C:10](=[CH:9][CH:8]=[CH:7][CH:6]=2)[N:1]=1 |f:1.2|. Procedure: 2-Quinolinepropanol (0.92 g), 50% aqueous sodium hydroxide (5 ml), 1,6-dibromohexane (5 ml) and TAB (57 mg) were vigorously stirred at 21° for 6 h. The mixture was diluted with water (25 ml) and ether (100 ml) and the organic phase dried and evaporated in vacuo. The residue was purified by FCC with hexane eluant to remove 1,6-dibromohexane. Elution with ether afforded the title compound as a yellow oil (0.88 g), t.l.c. ether Rf 0.51. As a reaction SMILES: ClC1C=CC(N)=CC=1.C([CH:11]([C:17]([CH3:19])=O)[C:12]([O:14][CH2:15][CH3:16])=[O:13])C.Cl.C([OH:23])C>>[O:23]=[C:11]([CH2:17][CH3:19])[C:12]([O:14][CH2:15][CH3:16])=[O:13] |f:2.3|. Reactants: phenylhydrazone, Cl.C(C)O (HCl ethanol), ClC1=CC=C(N)C=C1 (p-chloroaniline), C(C)C(C(=O)OCC)C(=O)C (ethyl 2-ethylacetoacetate), bromophenylhydrazone. The product is p-chlorophenylhydrazone, O=C(C(=O)OCC)CC (ethyl 2-oxobutanoate). Procedure: The p-chlorophenylhydrazone of ethyl 2-oxobutanoate was prepared by adaptation of the Japp-Klingemann reaction as described by lions and Hughes (J. Proc. Roy. Soc. N. S. Wales 1939, 71: 445) to p-chloroaniline and ethyl 2-ethylacetoacetate. This phenylhydrazone was treated with HCl-ethanol according to the procedure of lions and Hughes (J. Proc. Roy. Soc. N. S. Wales 1939, 71: 445) as applied therein to the corresponding bromophenylhydrazone. The title substance was collected by filtration as an... The reactants are BrC1=CC=C2C(=N1)NC=C2C (6-bromo-3-methyl-1H-pyrrolo[2,3-b]pyridine), C([O-])([O-])=O.[Cs+].[Cs+] (cesium carbonate), IC (iodomethane). Yields the product BrC1=CC=C2C(=N1)N(C=C2C)C (6-bromo-1,3-dimethyl-1H-pyrrolo[2,3-b]pyridine). Run at time 5 minute. As a reaction SMILES: [Br:1][C:2]1[N:7]=[C:6]2[NH:8][CH:9]=[C:10]([CH3:11])[C:5]2=[CH:4][CH:3]=1.[C:12](=O)([O-])[O-].[Cs+].[Cs+].IC>CN(C=O)C>[Br:1][C:2]1[N:7]=[C:6]2[N:8]([CH3:12])[CH:9]=[C:10]([CH3:11])[C:5]2=[CH:4][CH:3]=1 |f:1.2.3|. The solvent is CN(C)C=O (DMF). Procedure details: To a solution of 6-bromo-3-methyl-1H-pyrrolo[2,3-b]pyridine (250 mg, 1.18 mmol) in DMF (6 mL) was added cesium carbonate (502 mg, 1.54 mmol). The reaction solution was stirred at room temperature for 5 minutes, then iodomethane (219 mg, 1.54 mmol) was added. The reaction solution was stirred for 30 minutes and quenched with water. The mixture was concentrated in vacuo and the residue partitioned between ethyl acetate and water. The organic phase was washed with brine, dried (MgSO4) and concentra... The reactants are FC1=NC=CC=C1[N+](=O)[O-] (2-fluor-3-nitropyridine), O1C[C@@H](CC1)O ((R)-tetrahydro-furan-3-ol). Procedure details: Prepared analogously to I.1 from 2-fluor-3-nitropyridine and (R)-tetrahydro-furan-3-ol. As a reaction SMILES: F[C:2]1[C:7]([N+:8]([O-:10])=[O:9])=[CH:6][CH:5]=[CH:4][N:3]=1.[O:11]1[CH2:15][CH2:14][C@@H:13]([OH:16])[CH2:12]1>>[N+:8]([C:7]1[C:2]([O:16][C@@H:13]2[CH2:14][CH2:15][O:11][CH2:12]2)=[N:3][CH:4]=[CH:5][CH:6]=1)([O-:10])=[O:9]. Yields the product [N+](=O)([O-])C=1C(=NC=CC1)O[C@H]1COCC1 (3-Nitro-2-[(R)-(tetrahydro-furan-3-yl)-oxy]-pyridine).